This data is from the Open Reaction Database (ORD), a public repository of structured organic reaction records. The task is: describe an organic reaction: reactants, conditions, products, and yield Starting materials: CCOCC, CC(C)C[AlH]CC(C)C, CCCCCCC, N#CC1(c2ccccc2)CCCC1. Product: O=CC1(c2ccccc2)CCCC1. As a reaction SMILES: [CH2:23]([O:25][CH2:24][CH3:26])[CH3:27].[CH3:14][CH:15]([CH2:16][AlH:17][CH2:18][CH:19]([CH3:20])[CH3:21])[CH3:22].[CH3:28][CH2:29][CH2:30][CH2:31][CH2:32][CH2:33][CH3:34].[c:1]1([C:7]2([C:12]#[N:13])[CH2:8][CH2:9][CH2:10][CH2:11]2)[cH:2][cH:3][cH:4][cH:5][cH:6]1>>[c:1]1([C:7]2([CH:12]=[O:25])[CH2:8][CH2:9][CH2:10][CH2:11]2)[cH:2][cH:3][cH:4][cH:5][cH:6]1. The reactants are C=CCN(C(=O)OCc1ccc([N+](=O)[O-])cc1)C1CCN(CC2CC(N(C)C(=O)OC(C)(C)C)CC2c2ccccc2)CC1, O=C(Cl)c1cccc(F)c1. Product: C=CCN(C(=O)OCc1ccc([N+](=O)[O-])cc1)C1CCN(CC2CC(N(C)C(=O)c3cccc(F)c3)CC2c2ccccc2)CC1. Reaction SMILES: [CH3:1][N:2]([C:3]([O:4][C:5]([CH3:6])([CH3:7])[CH3:8])=[O:9])[CH:10]1[CH2:11][CH:12]([CH2:21][N:22]2[CH2:23][CH2:24][CH:25]([N:28]([CH2:29][CH:30]=[CH2:31])[C:32](=[O:33])[O:34][CH2:35][c:36]3[cH:37][cH:38][c:39]([N+:42](=[O:43])[O-:44])[cH:40][cH:41]3)[CH2:26][CH2:27]2)[CH:13]([c:15]2[cH:16][cH:17][cH:18][cH:19][cH:20]2)[CH2:14]1.[F:45][c:46]1[cH:47][c:48]([C:49](=[O:50])[Cl:51])[cH:52][cH:53][cH:54]1>>[CH3:1][N:2]([CH:10]1[CH2:11][CH:12]([CH2:21][N:22]2[CH2:23][CH2:24][CH:25]([N:28]([CH2:29][CH:30]=[CH2:31])[C:32](=[O:33])[O:34][CH2:35][c:36]3[cH:37][cH:38][c:39]([N+:42](=[O:43])[O-:44])[cH:40][cH:41]3)[CH2:26][CH2:27]2)[CH:13]([c:15]2[cH:16][cH:17][cH:18][cH:19][cH:20]2)[CH2:14]1)[C:49]([c:48]1[cH:47][c:46]([F:45])[cH:54][cH:53][cH:52]1)=[O:50]. Starting materials: C(C)(C)(C)C=1C=C(C=CC1O)C(C)=O (1-(3-tert-Butyl-4-hydroxyphenyl)ethanone), [I-].[Na+] (sodium iodide), S(=S)(=O)([O-])[O-].[Na+].[Na+] (sodium thiosulfate), Cl (hydrochloric acid), ClN1C(CCC1=O)=O (N-chlorosuccinimide). Solvent: CN(C=O)C (N,N-dimethylformamide), O (water), C(C)(=O)OCC (ethyl acetate). The product is C(C)(C)(C)C=1C=C(C=C(C1O)I)C(C)=O (1-(3-tert-Butyl-4-hydroxy-5-iodophenyl)ethanone). Isolated yield 96.8%. As a reaction SMILES: [C:1]([C:5]1[CH:6]=[C:7]([C:12](=[O:14])[CH3:13])[CH:8]=[CH:9][C:10]=1[OH:11])([CH3:4])([CH3:3])[CH3:2].[I-:15].[Na+].ClN1C(=O)CCC1=O.S([O-])([O-])(=O)=S.[Na+].[Na+].Cl>CN(C)C=O.O.C(OCC)(=O)C>[C:1]([C:5]1[CH:6]=[C:7]([C:12](=[O:14])[CH3:13])[CH:8]=[C:9]([I:15])[C:10]=1[OH:11])([CH3:4])([CH3:2])[CH3:3] |f:1.2,4.5.6|. Reported procedure: 1-(3-tert-Butyl-4-hydroxyphenyl)ethanone (384 mg, 2 mmol) and sodium iodide (360 mg, 2.4 mmol) were dissolved in a mixed solution of N,N-dimethylformamide (3 mL) and water (1 mL), and this was cooled in an ice bath. While stirring, N-chlorosuccinimide (NCS) (320 mg, 2.4 mmol) was added portionwise over 10 minutes. After stirring for 50 minutes, 2% aqueous sodium thiosulfate (4 mL), 2 N hydrochloric acid (1 mL), and ethyl acetate (10 mL) were added, and the solution was separated. The organic lay...